Task: describe an organic reaction: reactants, conditions, products, and yield. Dataset: the Open Reaction Database (ORD), a public repository of structured organic reaction records The reactants are CCO, [H][H], CCC(C)(C)c1ccc(Oc2ccncc2[N+](=O)[O-])c(C(C)(C)CC)c1. Yields the product CCC(C)(C)c1ccc(Oc2ccncc2N)c(C(C)(C)CC)c1. Reaction SMILES: [CH3:29][CH2:30][OH:31].[H:27][H:28].[N+:1]([O-:2])(=[O:3])[c:4]1[cH:5][n:6][cH:7][cH:8][c:9]1[O:10][c:11]1[c:12]([C:22]([CH2:23][CH3:24])([CH3:25])[CH3:26])[cH:13][c:14]([C:17]([CH2:18][CH3:19])([CH3:20])[CH3:21])[cH:15][cH:16]1>>[NH2:1][c:4]1[cH:5][n:6][cH:7][cH:8][c:9]1[O:10][c:11]1[c:12]([C:22]([CH2:23][CH3:24])([CH3:25])[CH3:26])[cH:13][c:14]([C:17]([CH2:18][CH3:19])([CH3:20])[CH3:21])[cH:15][cH:16]1. Starting materials: NC=1C=CC2=C(C=CC3=C(S2)C=C(C=C3)C#N)C1 (8-Amino-3-cyanodibenzo[b,f]thiepin), NC(=O)N (urea), [H+].[B-](F)(F)(F)F (fluoboric acid), N(=O)[O-].[Na+] (sodium nitrite). The solvent is O (water). Reaction conditions: time 4 hour. Product: C(#N)C=1C=CC2=C(SC3=C(C=C2)C=C(C=C3)F)C1 (3-Cyano-8-fluorodibenzo[b,f]thiepine). As a reaction SMILES: N[C:2]1[CH:3]=[CH:4][C:5]2[S:11][C:10]3[CH:12]=[C:13]([C:16]#[N:17])[CH:14]=[CH:15][C:9]=3[CH:8]=[CH:7][C:6]=2[CH:18]=1.[H+].[B-](F)(F)(F)[F:21].N([O-])=O.[Na+].NC(N)=O>O>[C:16]([C:13]1[CH:14]=[CH:15][C:9]2[CH:8]=[CH:7][C:6]3[CH:18]=[C:2]([F:21])[CH:3]=[CH:4][C:5]=3[S:11][C:10]=2[CH:12]=1)#[N:17] |f:1.2,3.4|. Procedure details: Suspend 6 gm. of the 3-cyano-8-aminodibenzo[b,f]thiepine from Example 18, Step 1, in 15 ml. of 50% fluoboric acid (HBF4) and 15 ml. of water. Cool the mixture to 3°-5° C. and slowly add 18 ml. of 10% sodium nitrite. Stir in the cold for 4 hours and add urea to destroy the excess sodium nitrite. Separate the solids by filtration and wash with cold 5% fluoboric acid followed by cold water and then ether. Air dry. Suspend the diazonium fluoroborate in 300 ml. of xylene and reflux for 2 hours with s... The reactants are C1COCCO1, ClCCl, CC(C)(C)OC(=O)NC1(C(=O)NC(CC#N)c2ccc(Cl)cc2)CCN(c2ncnc3[nH]ccc23)CC1, Cl. Yields the product N#CCC(NC(=O)C1(N)CCN(c2ncnc3[nH]ccc23)CC1)c1ccc(Cl)cc1. As a reaction SMILES: [CH2:2]1[O:3][CH2:4][CH2:5][O:6][CH2:7]1.[Cl:45][CH2:46][Cl:47].[Cl:8][c:9]1[cH:10][cH:11][c:12]([CH:15]([CH2:16][C:17]#[N:18])[NH:19][C:20](=[O:21])[C:22]2([NH:37][C:38](=[O:39])[O:40][C:41]([CH3:42])([CH3:43])[CH3:44])[CH2:23][CH2:24][N:25]([c:28]3[c:29]4[c:30]([n:31][cH:32][n:33]3)[nH:34][cH:35][cH:36]4)[CH2:26][CH2:27]2)[cH:13][cH:14]1.[ClH:1]>>[Cl:8][c:9]1[cH:10][cH:11][c:12]([CH:15]([CH2:16][C:17]#[N:18])[NH:19][C:20](=[O:21])[C:22]2([NH2:37])[CH2:23][CH2:24][N:25]([c:28]3[c:29]4[c:30]([n:31][cH:32][n:33]3)[nH:34][cH:35][cH:36]4)[CH2:26][CH2:27]2)[cH:13][cH:14]1.